From a dataset of the Open Reaction Database (ORD), a public repository of structured organic reaction records. describe an organic reaction: reactants, conditions, products, and yield Starting materials: CC(C)(C)OC(=O)NC(CC(=O)O)Cc1cc(F)ccc1F, ClCCCl, CCN(C(C)C)C(C)C, Cl, CCOC(=O)c1cc2c(nc1C(F)(F)F)CNCC2, On1nnc2ccccc21. Product: CCOC(=O)c1cc2c(nc1C(F)(F)F)CN(C(=O)CC(Cc1cc(F)ccc1F)NC(=O)OC(C)(C)C)CC2. As a reaction SMILES: [C:1]([CH3:2])([CH3:3])([CH3:4])[O:5][C:6](=[O:7])[NH:8][CH:9]([CH2:10][C:11](=[O:12])[OH:13])[CH2:14][c:15]1[c:16]([F:22])[cH:17][cH:18][c:19]([F:21])[cH:20]1.[CH2:62]([Cl:63])[CH2:64][Cl:65].[CH:53]([N:54]([CH2:55][CH3:56])[CH:57]([CH3:58])[CH3:59])([CH3:60])[CH3:61].[ClH:23].[F:24][C:25]([c:26]1[n:27][c:28]2[c:33]([cH:34][c:35]1[C:36](=[O:37])[O:38][CH2:39][CH3:40])[CH2:32][CH2:31][NH:30][CH2:29]2)([F:41])[F:42].[OH:43][n:44]1[c:45]2[c:46]([cH:47][cH:48][cH:49][cH:50]2)[n:51][n:52]1>>[C:1]([CH3:2])([CH3:3])([CH3:4])[O:5][C:6](=[O:7])[NH:8][CH:9]([CH2:10][C:11](=[O:13])[N:30]1[CH2:29][c:28]2[n:27][c:26]([C:25]([F:24])([F:41])[F:42])[c:35]([C:36](=[O:37])[O:38][CH2:39][CH3:40])[cH:34][c:33]2[CH2:32][CH2:31]1)[CH2:14][c:15]1[c:16]([F:22])[cH:17][cH:18][c:19]([F:21])[cH:20]1.